From a dataset of the Open Reaction Database (ORD), a public repository of structured organic reaction records. describe an organic reaction: reactants, conditions, products, and yield The reactants are NC1=NC=CC=C1 (2-aminopyridine), ClC(=O)OC1=CC=C(C=C1)[N+](=O)[O-] (4-nitrophenyl chloroformate), N1=CC=CC=C1 (pyridine). Solvent: C(Cl)Cl (DCM), C(Cl)Cl (DCM). Conditions: time 16 hour. Yields the product N1=C(C=CC=C1)NC(OC1=CC=C(C=C1)[N+](=O)[O-])=O (4-Nitrophenyl pyridin-2-ylcarbamate). As a reaction SMILES: [NH2:1][C:2]1[CH:7]=[CH:6][CH:5]=[CH:4][N:3]=1.Cl[C:9]([O:11][C:12]1[CH:17]=[CH:16][C:15]([N+:18]([O-:20])=[O:19])=[CH:14][CH:13]=1)=[O:10].N1C=CC=CC=1>C(Cl)Cl>[N:3]1[CH:4]=[CH:5][CH:6]=[CH:7][C:2]=1[NH:1][C:9](=[O:10])[O:11][C:12]1[CH:13]=[CH:14][C:15]([N+:18]([O-:20])=[O:19])=[CH:16][CH:17]=1. Reported procedure: To a solution of 2-aminopyridine (2.0 mL, 21.25 mmol) in DCM (35 mL) at 0° C. was added a solution of 4-nitrophenyl chloroformate (4.28 g, 21.25 mmol) in DCM (35 mL) and pyridine (1.73 mL, 21.25 mmol, anhydrous). After the addition was completed, the reaction mixture was stirred at RT for 16 h under an atmosphere of nitrogen. A white precipitated was observed and it was collected by filtration. The filtrate was washed with DCM (3×50 mL) to give the title compound as a white solid. MS (ESI, posit... Reactants: Oc1ccc(C2CCC(NCc3ccccc3)CC2)cc1, CO, [Pd]. Product: NC1CCC(c2ccc(O)cc2)CC1. As a reaction SMILES: [CH2:1]([c:2]1[cH:3][cH:4][cH:5][cH:6][cH:7]1)[NH:8][CH:9]1[CH2:10][CH2:11][CH:12]([c:15]2[cH:16][cH:17][c:18]([OH:21])[cH:19][cH:20]2)[CH2:13][CH2:14]1.[CH3:22][OH:23].[Pd:24]>>[NH2:8][CH:9]1[CH2:10][CH2:11][CH:12]([c:15]2[cH:16][cH:17][c:18]([OH:21])[cH:19][cH:20]2)[CH2:13][CH2:14]1. Starting materials: COCCOC, ClCc1cccc(Oc2ccccc2)c1, CCOC(=O)CC(=O)c1ccc(F)cc1, [H-], [Na+], O. Product: CCOC(=O)C(Cc1cccc(Oc2ccccc2)c1)C(=O)c1ccc(F)cc1. RXN SMILES: [CH3:34][O:35][CH2:36][CH2:37][O:38][CH3:39].[Cl:18][CH2:19][c:20]1[cH:21][c:22]([O:26][c:27]2[cH:28][cH:29][cH:30][cH:31][cH:32]2)[cH:23][cH:24][cH:25]1.[F:1][c:2]1[cH:3][cH:4][c:5]([C:8]([CH2:9][C:10](=[O:11])[O:12][CH2:13][CH3:14])=[O:15])[cH:6][cH:7]1.[H-:16].[Na+:17].[OH2:33]>>[F:1][c:2]1[cH:3][cH:4][c:5]([C:8]([CH:9]([C:10](=[O:11])[O:12][CH2:13][CH3:14])[CH2:19][c:20]2[cH:21][c:22]([O:26][c:27]3[cH:28][cH:29][cH:30][cH:31][cH:32]3)[cH:23][cH:24][cH:25]2)=[O:15])[cH:6][cH:7]1. The product is OCC1(CN(C1)CC1=CC=CC=C1)CO (3,3-bis(hydroxymethyl)-1-benzylazetidine). Conditions: temperature 135 celsius, time 1.5 hour. Run in CS(=O)C (dimethyl sulfoxide), CS(=O)C (DMSO), CS(=O)C (DMSO). Procedure: A mixture of 30.2 g of 5,5-bis(bromomethyl)-2,2-dimethyl-1,3-dioxane (0.1 mol), 24.0 g of sodium bicarbonate and 50 ml of dimethyl sulfoxide was heated to 135° C. A solution of 10.7 g of benzylamine in 50 ml of DMSO was then added dropwise with stirring over 1.5 hours. After addition was complete, the mixture was stirred for 2.5 hours at 135° C. After cooling, 100 ml of DMSO and 20 ml of water were added and the solution was extracted with pentane. The extract was washed with water and then shak... The reactants are BrCC1(COC(OC1)(C)C)CBr (5,5-bis(bromomethyl)-2,2-dimethyl-1,3-dioxane), C([O-])(O)=O.[Na+] (sodium bicarbonate), O (water), C(C1=CC=CC=C1)N (benzylamine). Reaction SMILES: Br[CH2:2][C:3]1([CH2:11]Br)[CH2:8][O:7]C(C)(C)[O:5][CH2:4]1.C(=O)(O)[O-].[Na+].[CH2:18]([NH2:25])[C:19]1[CH:24]=[CH:23][CH:22]=[CH:21][CH:20]=1.O>CS(C)=O>[OH:7][CH2:8][C:3]1([CH2:4][OH:5])[CH2:2][N:25]([CH2:18][C:19]2[CH:24]=[CH:23][CH:22]=[CH:21][CH:20]=2)[CH2:11]1 |f:1.2|. Yields the product ClC1=CC=C(N=CC2=C(C=CC=C2F)F)C=C1 (4-chloro-N-(2,6-difluorobenzylidene)aniline). Procedure details: A mixture of 4-chloroaniline (1.84 g, 14.1 mmol) and 2,6-difluorobenzaldehyde 115 (1.55 mL, 14.1 mmol) in methanol (MeOH, 30 mL) was allowed to react for 18 hours at room temperature. The mixture was evaporated giving 4-chloro-N-(2,6-difluorobenzylidene)aniline 116 as a yellow solid. RXN SMILES: [Cl:1][C:2]1[CH:8]=[CH:7][C:5]([NH2:6])=[CH:4][CH:3]=1.[F:9][C:10]1[CH:17]=[CH:16][CH:15]=[C:14]([F:18])[C:11]=1[CH:12]=O>CO>[Cl:1][C:2]1[CH:8]=[CH:7][C:5]([N:6]=[CH:12][C:11]2[C:10]([F:9])=[CH:17][CH:16]=[CH:15][C:14]=2[F:18])=[CH:4][CH:3]=1. The solvent is CO (methanol). Reactants: ClC1=CC=C(N)C=C1 (4-chloroaniline), FC1=C(C=O)C(=CC=C1)F (2,6-difluorobenzaldehyde). The reactants are C(C)C=1C=C(C(=NC1C)OC)NC(CCl)=O (N-(5-ethyl-2-methoxy-6-metylpyridine-3-yl)chloroacetamide), COC1=C(C=CC=C1)N1CCNCC1 (1-(2-methoxyphenyl)piperazine), C1CCC2=NCCCN2CC1 (DBU). Solvent: O1CCCC1 (tetrahydrofuran). Reaction conditions: time 2 hour. The product is C(C)C=1C=C(C(=NC1C)OC)NC(=O)CN1CCN(CC1)C1=C(C=CC=C1)OC (1-[(5-ethyl-2-methoxy-6-methylpyridine-3-yl)aminocarbonyl]methyl-4-(2-methoxyphenyl)piperazine). The yield is 70.0%. RXN SMILES: [CH2:1]([C:3]1[CH:4]=[C:5]([NH:12][C:13](=[O:16])[CH2:14]Cl)[C:6]([O:10][CH3:11])=[N:7][C:8]=1[CH3:9])[CH3:2].[CH3:17][O:18][C:19]1[CH:24]=[CH:23][CH:22]=[CH:21][C:20]=1[N:25]1[CH2:30][CH2:29][NH:28][CH2:27][CH2:26]1.C1CCN2C(=NCCC2)CC1>O1CCCC1>[CH2:1]([C:3]1[CH:4]=[C:5]([NH:12][C:13]([CH2:14][N:28]2[CH2:27][CH2:26][N:25]([C:20]3[CH:21]=[CH:22][CH:23]=[CH:24][C:19]=3[O:18][CH3:17])[CH2:30][CH2:29]2)=[O:16])[C:6]([O:10][CH3:11])=[N:7][C:8]=1[CH3:9])[CH3:2]. Procedure details: After N-(5-ethyl-2-methoxy-6-metylpyridine-3-yl)chloroacetamide(0.10 g, 0.43 mmol) and 1-(2-methoxyphenyl)piperazine(0.0091 g, 0.47 mmol) were dissolved into tetrahydrofuran(5 ml) and was added DBU(0.060 g, 0.43 mmol), the reaction mixtures were stirred at room temperature for 2 hours. After the product of reaction were concentrated, separated by column chromatography to obtain 0.12 g of the titled compound.